From a dataset of the Open Reaction Database (ORD), a public repository of structured organic reaction records. describe an organic reaction: reactants, conditions, products, and yield Starting materials: C(O)([O-])=O.[Na+] (sodium hydrogen carbonate), C(CCC)OC1=C(C(=O)O[C@@]1([C@@H](O)CO)CC(O)CO)O (3-O-butylglyceryl ascorbic acid), C1C(O1)CO (glycidol). Solvent: CS(=O)C (DMSO). Reaction conditions: temperature 80 celsius, time 18 hour. Yields the product C(CCC)OC1=C(C(=O)O[C@@]1([C@@H](O)CO)CC(O)CO)OCC(O)CO (3-O-butylglyceryl-2-O-glyceryl ascorbic acid). Yield: 19.9%. RXN SMILES: [CH2:1]([O:5][C:6]1[C@@:11]([CH2:16][CH:17]([CH2:19][OH:20])[OH:18])([C@H:12]([CH2:14][OH:15])[OH:13])[O:10][C:8](=[O:9])[C:7]=1[OH:21])[CH2:2][CH2:3][CH3:4].C(=O)([O-])O.[Na+].[CH2:27]1[O:29][CH:28]1[CH2:30][OH:31]>CS(C)=O>[CH2:1]([O:5][C:6]1[C@@:11]([CH2:16][CH:17]([CH2:19][OH:20])[OH:18])([C@H:12]([CH2:14][OH:15])[OH:13])[O:10][C:8](=[O:9])[C:7]=1[O:21][CH2:27][CH:28]([CH2:30][OH:31])[OH:29])[CH2:2][CH2:3][CH3:4] |f:1.2|. Procedure: Under an argon atmosphere, 3-O-butylglyceryl ascorbic acid (4.98 g) obtained in Example 6 was stirred in DMSO(10 mL), and further, sodium hydrogen carbonate (0.33 g) was added. Thereafter, glycidol (1.46 g) was added and the mixture was heated up to 80° C. and stirred for 18 hours, followed by extraction with n-butnol. The extracted liquid was dried over anhydrous sodium sulfate, and concentrated under reduced pressure, and 6.23 g of the resultant residue was subjected to silica gel column chrom... The reactants are CCOC(=O)c1cc2c(OCc3ccccc3)cc(C)cc2[nH]1, CCO, [K+], [OH-], O. Product: Cc1cc(OCc2ccccc2)c2cc(C(=O)O)[nH]c2c1. Reaction SMILES: [CH2:1]([c:2]1[cH:3][cH:4][cH:5][cH:6][cH:7]1)[O:8][c:9]1[c:10]2[cH:11][c:12]([C:19](=[O:20])[O:21][CH2:22][CH3:23])[nH:13][c:14]2[cH:15][c:16]([CH3:18])[cH:17]1.[CH3:26][CH2:27][OH:28].[K+:25].[OH-:24].[OH2:29]>>[CH2:1]([c:2]1[cH:3][cH:4][cH:5][cH:6][cH:7]1)[O:8][c:9]1[c:10]2[cH:11][c:12]([C:19](=[O:20])[OH:21])[nH:13][c:14]2[cH:15][c:16]([CH3:18])[cH:17]1. Reactants: C(=O)(O)[O-].[Na+] (NaHCO3), FC(C1=C(COC2=C(C=C(C=C2)C=C2C(NC(S2)=S)=O)OC)C=CC(=C1)C(F)(F)F)(F)F (5-[1-[4-(2,4-bis-trifluoromethyl-benzyloxy)-3-methoxy-phenyl]-methylidene]-2-thioxo-thiazolidin-4-one), COCCOC (DME), [BH3-]C#N.[Na+] (NaBH3CN). Run in CCOC(=O)C (EtOAc), C(C)(=O)O (acetic acid). Reaction conditions: time 2 hour. Yields the product FC(C1=C(COC2=C(C=C(CC3C(NC(S3)=S)=O)C=C2)OC)C=CC(=C1)C(F)(F)F)(F)F (5-[4-(2,4-bis-trifluoromethyl-benzyloxy)-3-methoxy-benzyl]-2-thioxo-thiazolidin-4-one). Yield: 368.0%. As a reaction SMILES: [F:1][C:2]([F:32])([F:31])[C:3]1[CH:26]=[C:25]([C:27]([F:30])([F:29])[F:28])[CH:24]=[CH:23][C:4]=1[CH2:5][O:6][C:7]1[CH:12]=[CH:11][C:10]([CH:13]=[C:14]2[S:18][C:17](=[S:19])[NH:16][C:15]2=[O:20])=[CH:9][C:8]=1[O:21][CH3:22].COCCOC.[BH3-]C#N.[Na+].C([O-])(O)=O.[Na+]>CCOC(C)=O.C(O)(=O)C>[F:32][C:2]([F:1])([F:31])[C:3]1[CH:26]=[C:25]([C:27]([F:30])([F:29])[F:28])[CH:24]=[CH:23][C:4]=1[CH2:5][O:6][C:7]1[CH:12]=[CH:11][C:10]([CH2:13][CH:14]2[S:18][C:17](=[S:19])[NH:16][C:15]2=[O:20])=[CH:9][C:8]=1[O:21][CH3:22] |f:2.3,4.5|. Reported procedure: To a N2-purged flask was added ′5-[1-[4-(2,4-bis-trifluoromethyl-benzyloxy)-3-methoxy-phenyl]-methylidene]-2-thioxo-thiazolidin-4-one (42 mg, 85 μmol) and DME (4 mL). To the solution was added NaBH3CN (20 mg, 255 μmol) followed by acetic acid (2 mL). The reaction was stirred at rt for 2 h. The reaction solution was then diluted with EtOAc (100 mL), neutralized by successive washings of sat NaHCO3 (100 mL×3), washed with sat. NaCl (100 mL), dried over Na2SO4, filtered and concentrated under reduc... Starting materials: ethanol-ether, ClCC(=O)NC(C1=CC=CC=C1)C1=C(O)C=C(C=C1O)C(C)C(CCCCC)C (2-(α-chloroacetylaminobenzyl)-5-(3-methyl-2-octyl)-resorcinol), N1CCCCC1 (piperidine), Cl.CN(CC(=O)NC(C1=CC=CC=C1)C1=C(O)C=C(C=C1O)C(C)C(CCCCC)C)C (2(α-Dimethylaminoacetylaminobenzyl)-5-(3-methyl-2-octyl)-resorcinol hydrochloride). Run in CO (methanol). The product is Cl.N1(CCCCC1)CC(=O)NC(C1=CC=CC=C1)C1=C(O)C=C(C=C1O)C(C)C(CCCCC)C (2-(α-Piperidinoacetylaminobenzyl)-5-(3-methyl-2-octyl)-resorcinol hydrochloride). Isolated yield 37.8%. As a reaction SMILES: [Cl:1][CH2:2][C:3]([NH:5][CH:6]([C:13]1[C:19]([OH:20])=[CH:18][C:17]([CH:21]([CH:23]([CH3:29])[CH2:24][CH2:25][CH2:26][CH2:27][CH3:28])[CH3:22])=[CH:16][C:14]=1[OH:15])[C:7]1[CH:12]=[CH:11][CH:10]=[CH:9][CH:8]=1)=[O:4].[NH:30]1[CH2:35][CH2:34][CH2:33][CH2:32][CH2:31]1.Cl.CN(C)CC(NC(C1C(O)=CC(C(C(C)CCCCC)C)=CC=1O)C1C=CC=CC=1)=O>CO>[ClH:1].[N:30]1([CH2:2][C:3]([NH:5][CH:6]([C:13]2[C:19]([OH:20])=[CH:18][C:17]([CH:21]([CH:23]([CH3:29])[CH2:24][CH2:25][CH2:26][CH2:27][CH3:28])[CH3:22])=[CH:16][C:14]=2[OH:15])[C:7]2[CH:12]=[CH:11][CH:10]=[CH:9][CH:8]=2)=[O:4])[CH2:35][CH2:34][CH2:33][CH2:32][CH2:31]1 |f:2.3,5.6|. Procedure details: A solution of 4.18 g (0.01 mol) of crude 2-(α-chloroacetylaminobenzyl)-5-(3-methyl-2-octyl)-resorcinol (7) and 4.25 g (0.05 mol) of piperidine in 30 ml of methanol was heated under reflux for 3 hrs and worked up as described above for the preparation of 2-(α-dimethylaminoacetylaminobenzyl)-5-(3-methyl-2-octyl)-resorcinol hydrochloride (9). There was obtained 1.9 g of (10), mp 195°-198° (from ethanol-ether). Product: CCOC(=O)CC(OCC)c1ccc(OCc2cccc(N(C)C)c2)cc1. Reactants: CCOC(=O)CC(OCC)c1ccc(O)cc1, CN(C)c1cccc(CO)c1, CCOC(=O)N=NC(=O)OCC, C1CCOC1, c1ccc(P(c2ccccc2)c2ccccc2)cc1, Cc1ccccc1. RXN SMILES: [CH2:1]([CH3:2])[O:3][CH:4]([CH2:5][C:6](=[O:7])[O:8][CH2:9][CH3:10])[c:11]1[cH:12][cH:13][c:14]([OH:17])[cH:15][cH:16]1.[CH3:18][N:19]([c:20]1[cH:21][c:22]([CH2:26][OH:27])[cH:23][cH:24][cH:25]1)[CH3:28].[N:55]([C:56]([O:57][CH2:58][CH3:59])=[O:60])=[N:61][C:62]([O:63][CH2:64][CH3:65])=[O:66].[O:67]1[CH2:68][CH2:69][CH2:70][CH2:71]1.[c:29]1([P:30]([c:31]2[cH:32][cH:33][cH:34][cH:35][cH:36]2)[c:37]2[cH:38][cH:39][cH:40][cH:41][cH:42]2)[cH:43][cH:44][cH:45][cH:46][cH:47]1.[c:48]1([CH3:49])[cH:50][cH:51][cH:52][cH:53][cH:54]1>>[CH2:1]([CH3:2])[O:3][CH:4]([CH2:5][C:6](=[O:7])[O:8][CH2:9][CH3:10])[c:11]1[cH:12][cH:13][c:14]([O:17][CH2:26][c:22]2[cH:21][c:20]([N:19]([CH3:18])[CH3:28])[cH:25][cH:24][cH:23]2)[cH:15][cH:16]1. Reactants: COC(C(=O)NC1CCC(O[Si](C)(C)C(C)(C)C)CN(Cc2cccnc2)C1=O)C1OC(C)(C)OC(C=CC(C)(C)C)C1O, CCCC[N+](CCCC)(CCCC)CCCC, [F-]. Yields the product COC(C(=O)NC1CCC(O)CN(Cc2cccnc2)C1=O)C1OC(C)(C)OC(C=CC(C)(C)C)C1O. As a reaction SMILES: [C:1]([Si:2]([CH3:3])([CH3:4])[O:6][CH:7]1[CH2:8][CH2:9][CH:10]([NH:22][C:23]([CH:24]([O:25][CH3:26])[CH:27]2[O:28][C:29]([CH3:40])([CH3:41])[O:30][CH:31]([CH:34]=[CH:35][C:36]([CH3:37])([CH3:38])[CH3:39])[CH:32]2[OH:33])=[O:42])[C:11](=[O:21])[N:12]([CH2:14][c:15]2[cH:16][n:17][cH:18][cH:19][cH:20]2)[CH2:13]1)([CH3:5])([CH3:43])[CH3:44].[CH3:46][CH2:47][CH2:48][CH2:49][N+:50]([CH2:51][CH2:52][CH2:53][CH3:54])([CH2:55][CH2:56][CH2:57][CH3:58])[CH2:59][CH2:60][CH2:61][CH3:62].[F-:45]>>[OH:6][CH:7]1[CH2:8][CH2:9][CH:10]([NH:22][C:23]([CH:24]([O:25][CH3:26])[CH:27]2[O:28][C:29]([CH3:40])([CH3:41])[O:30][CH:31]([CH:34]=[CH:35][C:36]([CH3:37])([CH3:38])[CH3:39])[CH:32]2[OH:33])=[O:42])[C:11](=[O:21])[N:12]([CH2:14][c:15]2[cH:16][n:17][cH:18][cH:19][cH:20]2)[CH2:13]1.